Dataset: the Open Reaction Database (ORD), a public repository of structured organic reaction records. Task: describe an organic reaction: reactants, conditions, products, and yield Reactants: C1(CCCCCN1)=O (ε-caprolactam), aqueous solution, F[B-](F)(F)F.[H+] (tetrafluoroboric acid). The solvent is O (water), O (water). Yields the product F[B-](F)(F)F.C1(CCCCCN1)=O (Caprolactam Tetrafluoroborate). RXN SMILES: [C:1]1(=[O:8])[NH:7][CH2:6][CH2:5][CH2:4][CH2:3][CH2:2]1.[F:9][B-:10]([F:13])([F:12])[F:11].[H+]>O>[F:9][B-:10]([F:13])([F:12])[F:11].[C:1]1(=[O:8])[NH:7][CH2:6][CH2:5][CH2:4][CH2:3][CH2:2]1 |f:1.2,4.5|. Procedure details: To a 100 ml flask containing 11.32 g of ε-caprolactam (0.1 mol), 30 ml water was added and stirred for dissolution. Then 21.95 g 40% aqueous solution of tetrafluoroboric acid (0.1 mol) was added dropwise into the flask over 20 min at room temperature. Then the reaction was stirred for another 1 hour. Desired product was formed after water was removed under reduced pressure and then dried at 110° C. under 1–5 mmHg for 1 hour. The yellowish, moisture- and water-stable liquid of N-protonated caprol...